From a dataset of the Open Reaction Database (ORD), a public repository of structured organic reaction records. describe an organic reaction: reactants, conditions, products, and yield The reactants are ClCCl, Cc1ccccc1N1CCNCC1, O=CCCC1CC(c2ccccc2)=NO1. Yields the product Cc1ccccc1N1CCN(CCCC2CC(c3ccccc3)=NO2)CC1. RXN SMILES: [CH2:29]([Cl:30])[Cl:31].[c:16]1([CH3:28])[c:17]([N:22]2[CH2:23][CH2:24][NH:25][CH2:26][CH2:27]2)[cH:18][cH:19][cH:20][cH:21]1.[c:1]1([C:7]2=[N:8][O:9][CH:10]([CH2:12][CH2:13][CH:14]=[O:15])[CH2:11]2)[cH:2][cH:3][cH:4][cH:5][cH:6]1>>[c:1]1([C:7]2=[N:8][O:9][CH:10]([CH2:12][CH2:13][CH2:14][N:25]3[CH2:24][CH2:23][N:22]([c:17]4[c:16]([CH3:28])[cH:21][cH:20][cH:19][cH:18]4)[CH2:27][CH2:26]3)[CH2:11]2)[cH:2][cH:3][cH:4][cH:5][cH:6]1. Reactants: ClC1=CC(=CC=C1)C(=O)OO (m-chloroperbenzoic acid), NC1=CC=CC(=N1)C1=CC(OC2=C1C=C(C=C2)C#N)(C)C (4-(6-amino-2-pyridyl)-2,2-dimethyl-2H-1-benzopyran-6-carbonitrile). Solvent: ClCCl (dichloromethane). Run at time 3 hour. The product is NC1=[N+](C(=CC=C1)C1=CC(OC2=C1C=C(C=C2)C#N)(C)C)[O-] (2-amino-6-(6-cyano-2,2-dimethyl-2H-1-benzopyran-4-yl)pyridine N-oxide). Yield: 22.2%. Reaction SMILES: ClC1C=CC=C(C(OO)=[O:9])C=1.[NH2:12][C:13]1[N:18]=[C:17]([C:19]2[C:24]3[CH:25]=[C:26]([C:29]#[N:30])[CH:27]=[CH:28][C:23]=3[O:22][C:21]([CH3:32])([CH3:31])[CH:20]=2)[CH:16]=[CH:15][CH:14]=1>ClCCl>[NH2:12][C:13]1[CH:14]=[CH:15][CH:16]=[C:17]([C:19]2[C:24]3[CH:25]=[C:26]([C:29]#[N:30])[CH:27]=[CH:28][C:23]=3[O:22][C:21]([CH3:32])([CH3:31])[CH:20]=2)[N+:18]=1[O-:9]. Procedure: 406 mg of m-chloroperbenzoic acid were added to a solution of 554 mg of 4-(6-amino-2-pyridyl)-2,2-dimethyl-2H-1-benzopyran-6-carbonitrile in 10 ml of dichloromethane and the mixture was stirred for 3 hours. The mixture was then washed with sodium bicarbonate solution, dried over sodium sulphate and evaporated. The residue was chromatographed on silica gel using methanol/ethyl acetate (1:4) for the elution to give a solid which was triturated with dichloromethane and recrystallized from isopropan... The reactants are [Si](C)(C)(C(C)(C)C)OCC=1C=C(C=CC1)C=1C=CC=2N(C1)C(=C(N2)C2=C(C=C(C=C2)F)F)C (6-[3-(tert-butyldimethylsilanyloxymethyl)phenyl]-2-(2,4-difluorophenyl)-3-methylimidazo[1,2-α]pyridine), [F-].C(CCC)[N+](CCCC)(CCCC)CCCC (tetrabutylammonium fluoride). Solvent: O1CCCC1 (tetrahydrofuran). Conditions: time 48 hour. Yields the product FC1=C(C=CC(=C1)F)C=1N=C2N(C=C(C=C2)C=2C=C(C=CC2)CO)C1C ({3-[2-(2,4-Difluorophenyl)-3-methylimidazo[1,2-α]pyridin-6-yl]phenyl}methanol). Yield: 82.1%. As a reaction SMILES: [Si]([O:8][CH2:9][C:10]1[CH:11]=[C:12]([C:16]2[CH:17]=[CH:18][C:19]3[N:20]([C:22]([CH3:33])=[C:23]([C:25]4[CH:30]=[CH:29][C:28]([F:31])=[CH:27][C:26]=4[F:32])[N:24]=3)[CH:21]=2)[CH:13]=[CH:14][CH:15]=1)(C(C)(C)C)(C)C.[F-].C([N+](CCCC)(CCCC)CCCC)CCC>O1CCCC1>[F:32][C:26]1[CH:27]=[C:28]([F:31])[CH:29]=[CH:30][C:25]=1[C:23]1[N:24]=[C:19]2[CH:18]=[CH:17][C:16]([C:12]3[CH:11]=[C:10]([CH2:9][OH:8])[CH:15]=[CH:14][CH:13]=3)=[CH:21][N:20]2[C:22]=1[CH3:33] |f:1.2|. Procedure details: 210 mg of 6-[3-(tert-butyldimethylsilanyloxymethyl)phenyl]-2-(2,4-difluorophenyl)-3-methylimidazo[1,2-α]pyridine in 5 ml of tetrahydrofuran are placed in a round-bottomed flask and 240 mg of tetrabutylammonium fluoride are added thereto. The mixture is stirred at ambient temperature for 48 h. The reaction mixture is then concentrated under reduced pressure. The residue is purified by silica gel chromatography, elution being carried out with a dichloromethane/methanol mixture. 130 mg of compound ... Reactants: CC(C)(Cc1cccc(C(=O)O)c1)NCC(O[Si](C)(C)C(C)(C)C)c1ccc(OCc2ccccc2)c2[nH]c(=O)ccc12, COc1cccc(Nc2c(C(N)=O)cnc3c(C)cc(S(=O)(=O)c4cccc(C(=O)N5CCN(C(=O)c6cccc(CC(C)=O)c6)CC5)c4)cc23)c1. The product is COc1cccc(Nc2c(C(N)=O)cnc3c(C)cc(S(=O)(=O)c4cccc(C(=O)N5CCN(C(=O)c6cccc(CC(C)(C)NCC(O[Si](C)(C)C(C)(C)C)c7ccc(OCc8ccccc8)c8[nH]c(=O)ccc78)c6)CC5)c4)cc23)c1. Reaction SMILES: [CH2:53]([c:54]1[cH:55][cH:56][cH:57][cH:58][cH:59]1)[O:60][c:61]1[cH:62][cH:63][c:64]([CH:72]([CH2:73][NH:74][C:75]([CH2:76][c:77]2[cH:78][c:79]([C:83]([OH:84])=[O:85])[cH:80][cH:81][cH:82]2)([CH3:86])[CH3:87])[O:88][Si:89]([CH3:90])([CH3:91])[C:92]([CH3:93])([CH3:94])[CH3:95])[c:65]2[cH:66][cH:67][c:68](=[O:71])[nH:69][c:70]12.[CH3:1][O:2][c:3]1[cH:4][c:5]([NH:9][c:10]2[c:11]([C:50](=[O:51])[NH2:52])[cH:12][n:13][c:14]3[c:15]([CH3:49])[cH:16][c:17]([S:20](=[O:21])(=[O:22])[c:23]4[cH:24][c:25]([C:29](=[O:30])[N:31]5[CH2:32][CH2:33][N:34]([C:37]([c:38]6[cH:39][c:40]([CH2:44][C:45](=[O:46])[CH3:47])[cH:41][cH:42][cH:43]6)=[O:48])[CH2:35][CH2:36]5)[cH:26][cH:27][cH:28]4)[cH:18][c:19]23)[cH:6][cH:7][cH:8]1>>[CH3:1][O:2][c:3]1[cH:4][c:5]([NH:9][c:10]2[c:11]([C:50](=[O:51])[NH2:52])[cH:12][n:13][c:14]3[c:15]([CH3:49])[cH:16][c:17]([S:20](=[O:21])(=[O:22])[c:23]4[cH:24][c:25]([C:29](=[O:30])[N:31]5[CH2:32][CH2:33][N:34]([C:37]([c:38]6[cH:39][c:40]([CH2:76][C:75]([NH:74][CH2:73][CH:72]([c:64]7[cH:63][cH:62][c:61]([O:60][CH2:53][c:54]8[cH:55][cH:56][cH:57][cH:58][cH:59]8)[c:70]8[c:65]7[cH:66][cH:67][c:68](=[O:71])[nH:69]8)[O:88][Si:89]([CH3:90])([CH3:91])[C:92]([CH3:93])([CH3:94])[CH3:95])([CH3:86])[CH3:87])[cH:41][cH:42][cH:43]6)=[O:48])[CH2:35][CH2:36]5)[cH:26][cH:27][cH:28]4)[cH:18][c:19]23)[cH:6][cH:7][cH:8]1. The reactants are Fc1c(Br)cccc1CCl, CS(C)=O, CCOC(C)=O, N#C[K]. The product is N#CCc1cccc(Br)c1F. RXN SMILES: [Br:1][c:2]1[c:3]([F:10])[c:4]([CH2:8][Cl:9])[cH:5][cH:6][cH:7]1.[CH3:14][S:15]([CH3:16])=[O:17].[CH3:18][CH2:19][O:20][C:21](=[O:22])[CH3:23].[K:11][C:12]#[N:13]>>[Br:1][c:2]1[c:3]([F:10])[c:4]([CH2:8][C:12]#[N:13])[cH:5][cH:6][cH:7]1.